Dataset: the Open Reaction Database (ORD), a public repository of structured organic reaction records. Task: describe an organic reaction: reactants, conditions, products, and yield RXN SMILES: [C:19](=[O:20])([O-:21])[O-:22].[CH2:14]1[O:15][CH2:16][CH2:17][CH2:18]1.[Cl:25][CH2:26][C:27](=[O:28])[Cl:29].[NH2:1][C:2]([CH2:3][OH:4])([CH2:5][OH:6])[c:7]1[cH:8][c:9]([Br:13])[cH:10][cH:11][cH:12]1.[Na+:23].[Na+:24].[OH2:30]>>[NH:1]([C:2]([CH2:3][OH:4])([CH2:5][OH:6])[c:7]1[cH:8][c:9]([Br:13])[cH:10][cH:11][cH:12]1)[C:27]([CH2:26][Cl:25])=[O:28]. Product: O=C(CCl)NC(CO)(CO)c1cccc(Br)c1. Starting materials: O=C([O-])[O-], C1CCOC1, O=C(Cl)CCl, NC(CO)(CO)c1cccc(Br)c1, [Na+], [Na+], O. Starting materials: C=CC(=O)OCCCCCCCCCC, C=CC(N)=O, C1COCCO1, C=CC(=O)O. The product is C=CC(=O)OCCCCCCCCCC, C=CC(N)=O, C=CC(=O)O. Reaction SMILES: [CH2:6]([CH2:7][CH2:8][CH2:9][CH2:10][CH2:11][CH2:12][CH2:13][CH2:14][CH3:15])[O:16][C:17]([CH:18]=[CH2:19])=[O:20].[NH2:21][C:22](=[O:23])[CH:24]=[CH2:25].[O:26]1[CH2:27][CH2:28][O:29][CH2:30][CH2:31]1.[OH:1][C:2](=[O:3])[CH:4]=[CH2:5]>>[CH2:6]([CH2:7][CH2:8][CH2:9][CH2:10][CH2:11][CH2:12][CH2:13][CH2:14][CH3:15])[O:16][C:17]([CH:18]=[CH2:19])=[O:20].[NH2:21][C:22](=[O:23])[CH:24]=[CH2:25].[O:1]=[C:2]([OH:3])[CH:4]=[CH2:5]. The reactants are NC1=CC=NC=C1 (4-aminopyridine), C(C)(=O)OC(C(O)C)=O (lactyl acetate), N=C=N (carbodiimide). The solvent is O (water). Reaction conditions: time 24 hour. Product: C(C(O)C)(=O)C1=NC=CC(=C1)N (lactyl-4-aminopyridine). As a reaction SMILES: [NH2:1][C:2]1[CH:7]=[CH:6][N:5]=[CH:4][CH:3]=1.C([O:11][C:12](=O)[CH:13]([CH3:15])[OH:14])(=O)C.N=C=N>O>[C:12]([C:4]1[CH:3]=[C:2]([NH2:1])[CH:7]=[CH:6][N:5]=1)(=[O:11])[CH:13]([CH3:15])[OH:14]. Procedure details: A mixture of 4-aminopyridine (5 mmol) and lactyl acetate (5 mmol) is added to 0.1M carbodiimide [N-cyclohexyl-N′-2-(4-methyl-morpholinium) ethyl carbodiimide-p-toluene sulphonate or CMC] in distilled water adjusted to pH 4.5, such that the final volume is 200 ml. The reaction is performed for 24 hours at 4° C. The resulting lactyl-4-aminopyridine is collected as an oil and purified to pharmaceutical purity. Starting materials: COC1=C(C=CC(=C1)[N+](=O)[O-])C=1SC2=C(N1)C=CC=C2 (2-(2-methoxy-4-nitrophenyl)benzothiazole), B(Br)(Br)Br (BBr3). Solvent: C(Cl)Cl (DCM). Reaction conditions: time 18 hour. The product is OC1=C(C=CC(=C1)[N+](=O)[O-])C=1SC2=C(N1)C=CC=C2 (2-(2-Hydroxy-4-nitrophenyl)benzothiazole). The yield is 98.6%. RXN SMILES: C[O:2][C:3]1[CH:8]=[C:7]([N+:9]([O-:11])=[O:10])[CH:6]=[CH:5][C:4]=1[C:12]1[S:13][C:14]2[CH:20]=[CH:19][CH:18]=[CH:17][C:15]=2[N:16]=1.B(Br)(Br)Br>C(Cl)Cl>[OH:2][C:3]1[CH:8]=[C:7]([N+:9]([O-:11])=[O:10])[CH:6]=[CH:5][C:4]=1[C:12]1[S:13][C:14]2[CH:20]=[CH:19][CH:18]=[CH:17][C:15]=2[N:16]=1. Reported procedure: Prepared as described in the Demethylation section above using 2-(2-methoxy-4-nitrophenyl)benzothiazole (0.5 g, 1.75 mmol) in dry DCM (30 ml) was added dropwise at room temperature and BBr3 (1.0 M solution in DCM, 8.8 ml, 8.8 mmol). The reaction mixture was stirred at room temperature for 18 h. The reaction was quenched by addition of MeOH (5 ml) and extracted with 8% w/v NaOH (5×35 ml). The combined aqueous extracts were acidified with 6 M HCl and extracted with EtOAc (3×70 ml). The combined or...